Dataset: the Open Reaction Database (ORD), a public repository of structured organic reaction records. Task: describe an organic reaction: reactants, conditions, products, and yield Reactants: C(C)(C)(C)OC(=O)N1N=CC2=C(C(=CC=C12)C(=O)OC(C)(C)C)NC1=C(C=C(C=C1)I)F (4-(2-fluoro-4-iodophenylamino)-indazole-1,5-dicarboxylic acid di-tert-butyl ester), C(=O)(C(F)(F)F)O (TFA). Solvent: C(Cl)Cl (DCM). Reaction conditions: time 16 hour. Product: FC1=C(C=CC(=C1)I)NC1=C2C=NNC2=CC=C1C(=O)O (4-(2-Fluoro-4-iodophenylamino)-1H-indazole-5-carboxylic acid). The yield is 84.0%. As a reaction SMILES: C(OC([N:8]1[C:16]2[C:11](=[C:12]([NH:24][C:25]3[CH:30]=[CH:29][C:28]([I:31])=[CH:27][C:26]=3[F:32])[C:13]([C:17]([O:19]C(C)(C)C)=[O:18])=[CH:14][CH:15]=2)[CH:10]=[N:9]1)=O)(C)(C)C.C(O)(C(F)(F)F)=O>C(Cl)Cl>[F:32][C:26]1[CH:27]=[C:28]([I:31])[CH:29]=[CH:30][C:25]=1[NH:24][C:12]1[C:13]([C:17]([OH:19])=[O:18])=[CH:14][CH:15]=[C:16]2[C:11]=1[CH:10]=[N:9][NH:8]2. Procedure: To a solution of 4-(2-fluoro-4-iodophenylamino)-indazole-1,5-dicarboxylic acid di-tert-butyl ester (611 mg, 1.10 mmol) in DCM (5 ml) was added TFA (1.2 mL, 16.2 mmol). The reaction mixture was stirred at room temperature for 16 hours before being concentrated in vacuo. The resultant residue was dissolved in ethyl acetate (10 mL), washed with aqueous saturated sodium bicarbonate solution (10 mL) and the aqueous fraction extracted with ethyl acetate (2×10 mL). The combined organic fractions were w... Starting materials: [Al+3], COC(=O)c1cn(Cc2ccc(OCc3ccccc3)cc2)cc1-c1ccccc1, CCCCCC, [H-], [H-], [H-], [H-], [Li+], [Na+], [Na+], C1CCOC1, O, O, O, O, O, O, O, O, O, O, O=S(=O)([O-])[O-]. Yields the product OCc1cn(Cc2ccc(OCc3ccccc3)cc2)cc1-c1ccccc1. RXN SMILES: [Al+3:2].[CH2:7]([c:8]1[cH:9][cH:10][cH:11][cH:12][cH:13]1)[O:14][c:15]1[cH:16][cH:17][c:18]([CH2:19][n:20]2[cH:21][c:22]([C:31](=[O:32])[O:33][CH3:34])[c:23](-[c:25]3[cH:26][cH:27][cH:28][cH:29][cH:30]3)[cH:24]2)[cH:35][cH:36]1.[CH3:54][CH2:55][CH2:56][CH2:57][CH2:58][CH3:59].[H-:1].[H-:4].[H-:5].[H-:6].[Li+:3].[Na+:52].[Na+:53].[O:60]1[CH2:61][CH2:62][CH2:63][CH2:64]1.[OH2:37].[OH2:38].[OH2:39].[OH2:40].[OH2:41].[OH2:42].[OH2:43].[OH2:44].[OH2:45].[OH2:46].[S:47]([O-:48])([O-:49])(=[O:50])=[O:51]>>[CH2:7]([c:8]1[cH:9][cH:10][cH:11][cH:12][cH:13]1)[O:14][c:15]1[cH:16][cH:17][c:18]([CH2:19][n:20]2[cH:21][c:22]([CH2:31][OH:32])[c:23](-[c:25]3[cH:26][cH:27][cH:28][cH:29][cH:30]3)[cH:24]2)[cH:35][cH:36]1. The reactants are CC(C)(C)OC(=O)Nc1ccc(COS(C)(=O)=O)cn1, O=C([O-])[O-], CCN1CCNCC1, CCOC(C)=O, CCOCC, [Cs+], [Cs+], CN(C)C=O, O. Yields the product CCN1CCN(Cc2ccc(NC(=O)OC(C)(C)C)nc2)CC1. Reaction SMILES: [C:1]([CH3:2])([CH3:3])([CH3:4])[O:5][C:6](=[O:7])[NH:8][c:9]1[cH:10][cH:11][c:12]([CH2:15][O:16][S:17]([CH3:18])(=[O:19])=[O:20])[cH:13][n:14]1.[C:29](=[O:30])([O-:31])[O-:32].[CH2:21]([CH3:22])[N:23]1[CH2:24][CH2:25][NH:26][CH2:27][CH2:28]1.[CH3:40][CH2:41][O:42][C:43]([CH3:44])=[O:45].[CH3:47][CH2:48][O:49][CH2:50][CH3:51].[Cs+:33].[Cs+:34].[O:35]=[CH:36][N:37]([CH3:38])[CH3:39].[OH2:46]>>[C:1]([CH3:2])([CH3:3])([CH3:4])[O:5][C:6](=[O:7])[NH:8][c:9]1[cH:10][cH:11][c:12]([CH2:15][N:26]2[CH2:25][CH2:24][N:23]([CH2:21][CH3:22])[CH2:28][CH2:27]2)[cH:13][n:14]1.